Dataset: the Open Reaction Database (ORD), a public repository of structured organic reaction records. Task: describe an organic reaction: reactants, conditions, products, and yield Reactants: N1C(=O)C(=O)C2=CC=CC=C12 (isatin), Cl.C(C)(C)N(CC(C)Cl)C(C)C (2-diisopropylamino-1-methylethyl chloride hydrochloride), [H-].[Na+] (sodium hydride), CN(C=O)C (N,N-dimethylformamide). Reaction conditions: temperature 90 celsius. Product: C(C)(C)N(C(CN1C(=O)C(=O)C2=CC=CC=C12)C)C(C)C (1-(2-diisopropylaminopropyl)isatin). As a reaction SMILES: [NH:1]1[C:11]2[C:6](=[CH:7][CH:8]=[CH:9][CH:10]=2)[C:4](=[O:5])[C:2]1=[O:3].Cl.[CH:13]([N:16]([CH:21]([CH3:23])[CH3:22])[CH2:17][CH:18](Cl)C)([CH3:15])[CH3:14].[H-].[Na+].[CH3:26]N(C)C=O>>[CH:21]([N:16]([CH:13]([CH3:14])[CH3:15])[CH:17]([CH3:18])[CH2:26][N:1]1[C:11]2[C:6](=[CH:7][CH:8]=[CH:9][CH:10]=2)[C:4](=[O:5])[C:2]1=[O:3])([CH3:22])[CH3:23] |f:1.2,3.4|. Procedure details: To a solution of 4.16 g of isatin and 6.06 g of 2-diisopropylamino-1-methylethyl chloride hydrochloride in 80 ml of dry N,N-dimethylformamide was added 2.28 g of sodium hydride (60% dispersion in mineral oil) with stirring under ice-cooling. The mixture was stirred for 30 minutes at room temperature and heated at 90° C. for 15 hours. The reaction mixture was concentrated under reduced pressure, and water was added to the residue. The mixture was extracted with ethyl acetate, and the ethyl acetat... The reactants are CCC(C)(C)Cc1cn(C(c2ccccc2)(c2ccccc2)c2ccccc2)c(CC(O)c2ccc(-c3ccc(F)cn3)cc2)n1, CO, Cl. Product: CCC(C)(C)Cc1c[nH]c(CC(O)c2ccc(-c3ccc(F)cn3)cc2)n1. Reaction SMILES: [CH3:2][C:3]([CH2:4][c:5]1[n:6][c:7]([CH2:29][CH:30]([OH:31])[c:32]2[cH:33][cH:34][c:35](-[c:38]3[n:39][cH:40][c:41]([F:44])[cH:42][cH:43]3)[cH:36][cH:37]2)[n:8]([C:10]([c:11]2[cH:12][cH:13][cH:14][cH:15][cH:16]2)([c:17]2[cH:18][cH:19][cH:20][cH:21][cH:22]2)[c:23]2[cH:24][cH:25][cH:26][cH:27][cH:28]2)[cH:9]1)([CH2:45][CH3:46])[CH3:47].[CH3:48][OH:49].[ClH:1]>>[CH3:2][C:3]([CH2:4][c:5]1[n:6][c:7]([CH2:29][CH:30]([OH:31])[c:32]2[cH:33][cH:34][c:35](-[c:38]3[n:39][cH:40][c:41]([F:44])[cH:42][cH:43]3)[cH:36][cH:37]2)[nH:8][cH:9]1)([CH2:45][CH3:46])[CH3:47]. Reactants: ClCC1C(C1C(=O)OCC)(C1=CC(=CC=C1)[N+](=O)[O-])CC (ethyl 3-(chloromethyl)-2-ethyl-2-(3-nitrophenyl)cyclopropane carboxylate), C(O)([O-])=O.[Na+] (sodium hydrogen carbonate), 3-phenylpropylamnine, CN(C=O)C (N,N-dimethylformamide). Run at temperature 150 celsius. Product: C(C)C1(C2CN(C(C12)=O)CCCC1=CC=CC=C1)C1=CC(=CC=C1)[N+](=O)[O-] (6-Ethyl-6-(3-nitrophenyl)-3-(3-phenylpropyl)-3-azabicyclo[3.1.0]hexan-2-one), oil. The yield is 43.0%. Reaction SMILES: Cl[CH2:2][CH:3]1[CH:5]([C:6]([O:8]CC)=O)[C:4]1([CH2:20][CH3:21])[C:11]1[CH:16]=[CH:15][CH:14]=[C:13]([N+:17]([O-:19])=[O:18])[CH:12]=1.C(=O)([O-])O.[Na+].C[N:28]([CH3:31])C=O>>[CH2:20]([C:4]1([C:11]2[CH:16]=[CH:15][CH:14]=[C:13]([N+:17]([O-:19])=[O:18])[CH:12]=2)[CH:5]2[CH:3]1[CH2:2][N:28]([CH2:31][CH2:3][CH2:4][C:11]1[CH:16]=[CH:15][CH:14]=[CH:13][CH:12]=1)[C:6]2=[O:8])[CH3:21] |f:1.2|. Procedure: To a solution of ethyl 3-(chloromethyl)-2-ethyl-2-(3-nitrophenyl)cyclopropane carboxylate (Preparation 16, 3.5 g, 11.2 mmol), in N,N-dimethylformamide (33 ml) was added sodium hydrogen carbonate (3.3 g, 39 mmol) and 3-phenylpropylamnine (10.6 g, 11.2 ml, 79.2 mmol). The mixture was heated to 150° C. for 12 h, then cooled to room temperature and partitioned between water (500 ml) and diethyl ether (500 ml). The organic layer was washed successively with water (4×250 ml). The aqueous layers were c... Starting materials: O1[C@@H](COC=2C(=C3C=C(NC3=CC2)C(=O)OCC)C=O)C1 (ethyl (R)-5-(2,3-epoxypropoxy)-4-formylindole-2-carboxylate), ClC=1C=C(C(=O)OO)C=CC1 (3-Chloroperoxybenzoic acid), FC(C(=O)O)(F)F (trifluoroacetic acid). The solvent is ClCCl (dichloromethane), ClCCl (dichloromethane), ClCCl (dichloromethane). Reaction conditions: temperature 0 celsius, time 10 minute. Product: O1[C@@H](COC=2C(=C3C=C(NC3=CC2)C(=O)OCC)OC=O)C1 (ethyl (R)-5-(2,3-epoxypropoxy)-4-formyloxyindole-2-carboxylate). As a reaction SMILES: [O:1]1[CH2:21][C@@H:2]1[CH2:3][O:4][C:5]1[C:6](C=O)=[C:7]2[C:11](=[CH:12][CH:13]=1)[NH:10][C:9]([C:14]([O:16][CH2:17][CH3:18])=[O:15])=[CH:8]2.ClC1C=C(C=CC=1)[C:26]([O:28]O)=[O:27].FC(F)(F)C(O)=O>ClCCl>[O:1]1[CH2:21][C@@H:2]1[CH2:3][O:4][C:5]1[C:6]([O:28][CH:26]=[O:27])=[C:7]2[C:11](=[CH:12][CH:13]=1)[NH:10][C:9]([C:14]([O:16][CH2:17][CH3:18])=[O:15])=[CH:8]2. Procedure details: A stirred solution of ethyl (R)-5-(2,3-epoxypropoxy)-4-formylindole-2-carboxylate (1.95 g; prepared by the method described above) in dichloromethane (40 ml) was cooled to 0° C. 3-Chloroperoxybenzoic acid (85%; 1.75 g) was then added in one portion followed by a solution of trifluoroacetic acid (0.77g) in dichloromethane (10 ml), in portions. The mixture was stirred at 0° C. for 10 minutes and then at ambient temperature for 1 hour. The reaction mixture was diluted with dichloromethane (300 ml) ... As a reaction SMILES: [CH3:4][c:5]1[cH:6][cH:7][c:8]([C:9](=[O:10])[Cl:11])[cH:12][cH:13]1.[ClH:14].[NH2:1][C:2]#[N:3].[Na+:16].[OH-:15]>>[N:1]#[C:2][NH:3][C:9]([c:8]1[cH:7][cH:6][c:5]([CH3:4])[cH:13][cH:12]1)=[O:10]. Yields the product Cc1ccc(C(=O)NC#N)cc1. Starting materials: Cc1ccc(C(=O)Cl)cc1, Cl, N#CN, [Na+], [OH-].